Dataset: the Open Reaction Database (ORD), a public repository of structured organic reaction records. Task: describe an organic reaction: reactants, conditions, products, and yield The reactants are CCOC(=O)c1cc(C)n(-c2cccc(-c3ccccc3OC(F)(F)F)n2)n1, CO, [NH4+]. Product: Cc1cc(C(N)=O)nn1-c1cccc(-c2ccccc2OC(F)(F)F)n1. Reaction SMILES: [CH3:1][c:2]1[cH:3][c:4]([C:24]([O:26][CH2:25][CH3:27])=[O:28])[n:5][n:6]1-[c:7]1[n:8][c:9](-[c:13]2[c:14]([O:19][C:20]([F:21])([F:22])[F:23])[cH:15][cH:16][cH:17][cH:18]2)[cH:10][cH:11][cH:12]1.[CH3:29][OH:30].[NH4+:31]>>[CH3:1][c:2]1[cH:3][c:4]([C:24](=[O:26])[NH2:31])[n:5][n:6]1-[c:7]1[n:8][c:9](-[c:13]2[c:14]([O:19][C:20]([F:21])([F:22])[F:23])[cH:15][cH:16][cH:17][cH:18]2)[cH:10][cH:11][cH:12]1. Starting materials: C[C@@H]1NC(C=2N(C1)C(=NN2)C2=NC=CN=C2)=O ((S)-6-methyl-3-(pyrazin-2-yl)-6,7-dihydro-[1,2,4]triazolo[4,3-a]pyrazin-8(5H)-one), C([O-])([O-])=O.[Cs+].[Cs+] (cesium carbonate), ClC1=C(CBr)C=CC(=C1)F (2-chloro-4-fluorobenzyl bromide). The solvent is CN(C)C=O (DMF), O (water). Run at time 18 hour. The product is ClC1=C(CN2C(C=3N(C[C@@H]2C)C(=NN3)C3=NC=CN=C3)=O)C=CC(=C1)F ((6S)-7-(2-Chloro-4-fluorobenzyl)-6-methyl-3-pyrazin-2-yl-6,7-dihydro[1,2,4]triazolo[4,3-a]pyrazin-8(5H)-one). Isolated yield 64.7%. RXN SMILES: [CH3:1][C@H:2]1[CH2:7][N:6]2[C:8]([C:11]3[CH:16]=[N:15][CH:14]=[CH:13][N:12]=3)=[N:9][N:10]=[C:5]2[C:4](=[O:17])[NH:3]1.C(=O)([O-])[O-].[Cs+].[Cs+].[Cl:24][C:25]1[CH:32]=[C:31]([F:33])[CH:30]=[CH:29][C:26]=1[CH2:27]Br>CN(C=O)C.O>[Cl:24][C:25]1[CH:32]=[C:31]([F:33])[CH:30]=[CH:29][C:26]=1[CH2:27][N:3]1[C@@H:2]([CH3:1])[CH2:7][N:6]2[C:8]([C:11]3[CH:16]=[N:15][CH:14]=[CH:13][N:12]=3)=[N:9][N:10]=[C:5]2[C:4]1=[O:17] |f:1.2.3|. Procedure: To a solution of Example 77 (40 mg, 0.17 mmol) in DMF (1.7 mL) was added cesium carbonate (226 mg, 0.70 mmol) and 2-chloro-4-fluorobenzyl bromide (58 mg, 0.26 mmol) and the reaction mixture was stirred for 18 hours. The reaction mixture was diluted with water and extracted with EtOAc. The organic layers were combined, washed with brine, dried with Na2SO4, filtered, concentrated and purified by flash column chromatography (0-20% iPrOH in EtOAc) to provide the desired compound (41 mg, 65%). MS (ES... The reactants are Oc1ccc(-c2nc3cc(O)cc(C(Br)CBr)c3o2)cc1, CC#N, Cl, C1CCC2=NCCCN2CC1. Yields the product C=C(Br)c1cc(O)cc2nc(-c3ccc(O)cc3)oc12. Reaction SMILES: [Br:12][CH:13]([CH2:14][Br:15])[c:16]1[cH:17][c:18]([OH:32])[cH:19][c:20]2[n:21][c:22](-[c:25]3[cH:26][cH:27][c:28]([OH:31])[cH:29][cH:30]3)[o:23][c:24]12.[CH3:34][C:35]#[N:36].[ClH:33].[N:1]12[CH2:2][CH2:3][CH2:4][N:5]=[C:6]1[CH2:7][CH2:8][CH2:9][CH2:10][CH2:11]2>>[Br:12][C:13](=[CH2:14])[c:16]1[cH:17][c:18]([OH:32])[cH:19][c:20]2[n:21][c:22](-[c:25]3[cH:26][cH:27][c:28]([OH:31])[cH:29][cH:30]3)[o:23][c:24]12. Reactants: C(C)(=O)OC(C)=O (acetic anhydride), C(=O)O (formic acid), C1(=CC=CC=C1)N1N=C(C2=CC=CC=C12)N1CCNCC1 (1-phenyl-3-(1-piperazinyl)-1H-indazole). Run in O1CCCC1 (tetrahydrofuran). Run at time 2 hour. The product is C(=O)N1CCN(CC1)C1=NN(C2=CC=CC=C12)C1=CC=CC=C1 (4-formyl-1-(1-phenyl-1H-indazol-3-yl)piperazine). The yield is 42.0%. Reaction SMILES: C(O[C:5](=[O:7])C)(=O)C.C(O)=O.[C:11]1([N:17]2[C:25]3[C:20](=[CH:21][CH:22]=[CH:23][CH:24]=3)[C:19]([N:26]3[CH2:31][CH2:30][NH:29][CH2:28][CH2:27]3)=[N:18]2)[CH:16]=[CH:15][CH:14]=[CH:13][CH:12]=1>O1CCCC1>[CH:5]([N:29]1[CH2:30][CH2:31][N:26]([C:19]2[C:20]3[C:25](=[CH:24][CH:23]=[CH:22][CH:21]=3)[N:17]([C:11]3[CH:16]=[CH:15][CH:14]=[CH:13][CH:12]=3)[N:18]=2)[CH2:27][CH2:28]1)=[O:7]. Procedure: To a solution of 3.4 ml of acetic anhydride and 1.5 ml of formic acid heated at 55° C. for 1.5 hours and then cooled to ambient temperature was added, dropwise, a solution of 5.6 g of 1-phenyl-3-(1-piperazinyl)-1H-indazole in 20 ml of tetrahydrofuran. The reaction mixture was stirred at ambient temperature for 2 hours and then concentrated to an oil. Trituration of the oil with refluxing diethyl ether yielded a solid which was recrystallized from isopropanol (3×) to yield 2.6 g (42%) of 4-formyl... The reactants are C[Si](C)(C)C=[N+]=[N-], CO, CCC(CC)n1c(C(=O)O)cc2cnc(Cl)nc21. Yields the product CCC(CC)n1c(C(=O)OC)cc2cnc(Cl)nc21. As a reaction SMILES: [CH3:19][Si:20]([CH:21]=[N+:22]=[N-:23])([CH3:24])[CH3:25].[CH3:26][OH:27].[Cl:1][c:2]1[n:3][cH:4][c:5]2[c:6]([n:7]1)[n:8]([CH:14]([CH2:15][CH3:16])[CH2:17][CH3:18])[c:9]([C:11](=[O:12])[OH:13])[cH:10]2>>[Cl:1][c:2]1[n:3][cH:4][c:5]2[c:6]([n:7]1)[n:8]([CH:14]([CH2:15][CH3:16])[CH2:17][CH3:18])[c:9]([C:11]([O:12][CH3:19])=[O:13])[cH:10]2. The reactants are FC(C1=C(C(=O)NC2=CC=C(C=C2)C=2SC3=C(N2)C=CC(=C3)OC)C=CC(=C1)OC)(F)F (2-trifluoromethyl-N-[4-(6-methoxy-1,3-benzothiazol-2-yl)phenyl]-4-(methoxy)benzamide), C(Cl)Cl.CO (DCM MeOH), B(Br)(Br)Br (BBr3), B(Br)(Br)Br (BBr3). Run in C(Cl)Cl (DCM). Run at time 1 hour. Yields the product FC(C1=C(C(=O)NC2=CC=C(C=C2)C=2SC3=C(N2)C=CC(=C3)O)C=CC(=C1)O)(F)F (2-Trifluoromethyl-N-[4-(6-hydroxy-1,3-benzothiazol-2-yl)phenyl]-4-(hydroxy)benzamide). Yield: 62.1%. Reaction SMILES: [F:1][C:2]([F:32])([F:31])[C:3]1[CH:28]=[C:27]([O:29]C)[CH:26]=[CH:25][C:4]=1[C:5]([NH:7][C:8]1[CH:13]=[CH:12][C:11]([C:14]2[S:15][C:16]3[CH:22]=[C:21]([O:23]C)[CH:20]=[CH:19][C:17]=3[N:18]=2)=[CH:10][CH:9]=1)=[O:6].B(Br)(Br)Br.C(Cl)Cl.CO>C(Cl)Cl>[F:32][C:2]([F:1])([F:31])[C:3]1[CH:28]=[C:27]([OH:29])[CH:26]=[CH:25][C:4]=1[C:5]([NH:7][C:8]1[CH:9]=[CH:10][C:11]([C:14]2[S:15][C:16]3[CH:22]=[C:21]([OH:23])[CH:20]=[CH:19][C:17]=3[N:18]=2)=[CH:12][CH:13]=1)=[O:6] |f:2.3|. Procedure details: Prepared as described in the Demethylation section using 2-trifluoromethyl-N-[4-(6-methoxy-1,3-benzothiazol-2-yl)phenyl]-4-(methoxy)benzamide (0.30 g, 0.655 mmol) in dry DCM (15 ml) and BBr3 (1.0M in DCM, 1.4 ml, 1.4 mmol) at −78° C. under an atmosphere of argon. Stirring was continued at −78° C. for 1 h, and then the reaction mixture was allowed to rise to room temperature overnight. A further volume of BBr3 (1.0 M in DCM, 1.4 ml, 1.4 mmol) was added and the reaction mixture stirred at room tem... Starting materials: CCNC1CCCCC1, ClCCCl, COc1ccc2oc(C(=O)C(C)(C)C)c(CC(=O)O)c2c1, CCN(C(C)C)C(C)C, CN(C)C=O, On1nnc2ccccc21. Product: CCN(C(=O)Cc1c(C(=O)C(C)(C)C)oc2ccc(OC)cc12)C1CCCCC1. As a reaction SMILES: [CH2:32]([CH3:33])[NH:34][CH:35]1[CH2:36][CH2:37][CH2:38][CH2:39][CH2:40]1.[CH2:55]([Cl:56])[CH2:57][Cl:58].[CH3:1][C:2]([C:3](=[O:4])[c:5]1[o:6][c:7]2[c:8]([c:9]1[CH2:10][C:11](=[O:12])[OH:13])[cH:14][c:15]([O:18][CH3:19])[cH:16][cH:17]2)([CH3:20])[CH3:21].[CH:41]([N:42]([CH2:43][CH3:44])[CH:45]([CH3:46])[CH3:47])([CH3:48])[CH3:49].[O:50]=[CH:51][N:52]([CH3:53])[CH3:54].[OH:22][n:23]1[c:24]2[c:25]([cH:26][cH:27][cH:28][cH:29]2)[n:30][n:31]1>>[CH3:1][C:2]([C:3](=[O:4])[c:5]1[o:6][c:7]2[c:8]([c:9]1[CH2:10][C:11](=[O:12])[N:34]([CH2:32][CH3:33])[CH:35]1[CH2:36][CH2:37][CH2:38][CH2:39][CH2:40]1)[cH:14][c:15]([O:18][CH3:19])[cH:16][cH:17]2)([CH3:20])[CH3:21]. Starting materials: ClC=1N=NC(=CC1)Cl (3,6-dichloropyridazine), [H-].[Na+] (NaH), CN1[C@H](CCC1)CO ((R)-1-Methyl-2-pyrrolidinemethanol). The solvent is C1CCOC1 (THF), C1CCOC1 (THF). Conditions: temperature 0 celsius. The product is CN1[C@H](CCC1)CON1NC(=CC=C1)Cl (2-((1-methyl-2-(R)-pyrrolidinyl)methoxy)-6-chloropyridazine). Isolated yield 41.7%. As a reaction SMILES: [CH3:1][N:2]1[CH2:6][CH2:5][CH2:4][C@@H:3]1[CH2:7][OH:8].[H-].[Na+].[Cl:11][C:12]1[N:13]=[N:14][C:15](Cl)=[CH:16][CH:17]=1>C1COCC1>[CH3:1][N:2]1[CH2:6][CH2:5][CH2:4][C@@H:3]1[CH2:7][O:8][N:14]1[CH:15]=[CH:16][CH:17]=[C:12]([Cl:11])[NH:13]1 |f:1.2|. Procedure: (R)-1-Methyl-2-pyrrolidinemethanol (300 mg, 2.61 mmol) was dissolved in anhydrous THF and cooled to 0° C. with stirring. NaH (80% dispersion in mineral oil, 0.082 g, 2.9 mmol) was added and the mixture was slowly warmed to room temperature with stirring. After 30 minutes a THF solution of 3,6-dichloropyridazine (0.41 g, 2.74 mmol) was added to the mixture via syringe. The reaction was stirred for 48 hours. The solvent was then evaporated in vacuo and the mixture diluted with chloroform, washed w...